describe an organic reaction: reactants, conditions, products, and yield From a dataset of the Open Reaction Database (ORD), a public repository of structured organic reaction records. Starting materials: ClC1=C(C=CC(=C1)Cl)N1CCCN2C1=NC=1C2=C(C=CC1)C(=O)OC (methyl 1-(2,4-dichlorophenyl)-1,2,3,4-tetrahydropyrimido[1,2-a]benzimidazole-6-carboxylate), [H-].[Al+3].[Li+].[H-].[H-].[H-] (lithium aluminum hydride), [Cl-].[NH4+] (ammonium chloride). Conditions: temperature 0 celsius, time 30 minute. Product: ClC1=C(C=CC(=C1)Cl)N1CCCN2C1=NC1=C2C(=CC=C1)CO ([1-(2,4-dichlorophenyl)-1,2,3,4-tetrahydropyrimido[1,2-a]benzimidazol-6-yl]methanol). Yield: 98.6%. Reaction SMILES: [Cl:1][C:2]1[CH:7]=[C:6]([Cl:8])[CH:5]=[CH:4][C:3]=1[N:9]1[C:14]2=[N:15][C:16]3[C:17](=[C:18]([C:22](OC)=[O:23])[CH:19]=[CH:20][CH:21]=3)[N:13]2[CH2:12][CH2:11][CH2:10]1.[H-].[Al+3].[Li+].[H-].[H-].[H-].[Cl-].[NH4+]>>[Cl:1][C:2]1[CH:7]=[C:6]([Cl:8])[CH:5]=[CH:4][C:3]=1[N:9]1[C:14]2=[N:15][C:16]3[CH:21]=[CH:20][CH:19]=[C:18]([CH2:22][OH:23])[C:17]=3[N:13]2[CH2:12][CH2:11][CH2:10]1 |f:1.2.3.4.5.6,7.8|. Procedure: To a suspension of methyl 1-(2,4-dichlorophenyl)-1,2,3,4-tetrahydropyrimido[1,2-a]benzimidazole-6-carboxylate (15.0 g, 39.9 mmol) was added lithium aluminum hydride (3.03 g, 79.8 mmol) at 0° C., and the mixture was stirred at 0° C. for 30 min. The mixture was poured into crashed ice, neutralized with aqueous saturated ammonium chloride, and extracted with ethyl acetate. The combined organic layer was washed with brine, dried over anhydrous magnesium sulfate, filtered and concentrated in vacuo to... Starting materials: C(C1=CC=CC=C1)(C1=CC=CC=C1)(C1=CC=CC=C1)NC=1SC=C(N1)/C(/C(=O)OC)=N/OCC=C (methyl 2-(2-tritylamino-4-thiazolyl)-(Z)-2-allyloxyiminoacetate), C(=O)O (formic acid). Solvent: O1CCCC1 (tetrahydrofuran). Run at temperature 60 celsius, time 40 minute. Yields the product NC=1SC=C(N1)/C(/C(=O)OC)=N/OCC=C (methyl 2-(2-amino-4-thiazolyl)-(Z)-2-allyloxyiminoacetate). As a reaction SMILES: C([NH:20][C:21]1[S:22][CH:23]=[C:24](/[C:26](=[N:31]/[O:32][CH2:33][CH:34]=[CH2:35])/[C:27]([O:29][CH3:30])=[O:28])[N:25]=1)(C1C=CC=CC=1)(C1C=CC=CC=1)C1C=CC=CC=1.C(O)=O>O1CCCC1>[NH2:20][C:21]1[S:22][CH:23]=[C:24](/[C:26](=[N:31]/[O:32][CH2:33][CH:34]=[CH2:35])/[C:27]([O:29][CH3:30])=[O:28])[N:25]=1. Procedure details: In 32 ml of tetrahydrofuran is dissolved 6.45 g of methyl 2-(2-tritylamino-4-thiazolyl)-(Z)-2-allyloxyiminoacetate, followed by addition of 32 ml of 50% formic acid. The mixture is stirred at 60° C. for 40 minutes. The reaction mixture is concentrated under reduced pressure and the solid residue is dissolved in ethyl acetate, washed with aqueous sodium hydrogen carbonate and aqueous sodium chloride in this order, and dried over anhydrous sodium sulfate. The solvent is then distilled off under re... Reactants: C(#C)C=1C=NN2C1N=C(C=C2C(F)(F)F)C2=CC=C(C=C2)C(F)(F)F (3-ethynyl-7-trifluoromethyl-5-(4-trifluoromethyl-phenyl)-pyrazolo[1,5-a]pyrimidine), NC1=NC=C(C=C1)Br (2-amino-5-bromopyridine). Yields the product FC(C1=CC(=NC=2N1N=CC2C#CC=2C=CC(=NC2)N)C2=CC=C(C=C2)C(F)(F)F)(F)F (5-[7-Trifluoromethyl-5-(4-trifluoromethyl-phenyl)-pyrazolo[1,5-a]pyrimidin-3-ylethynyl]-pyridin-2-ylamine), solid. The yield is 17.0%. Reaction SMILES: [C:1]([C:3]1[CH:4]=[N:5][N:6]2[C:11]([C:12]([F:15])([F:14])[F:13])=[CH:10][C:9]([C:16]3[CH:21]=[CH:20][C:19]([C:22]([F:25])([F:24])[F:23])=[CH:18][CH:17]=3)=[N:8][C:7]=12)#[CH:2].[NH2:26][C:27]1[CH:32]=[CH:31][C:30](Br)=[CH:29][N:28]=1>>[F:15][C:12]([F:14])([F:13])[C:11]1[N:6]2[N:5]=[CH:4][C:3]([C:1]#[C:2][C:30]3[CH:31]=[CH:32][C:27]([NH2:26])=[N:28][CH:29]=3)=[C:7]2[N:8]=[C:9]([C:16]2[CH:21]=[CH:20][C:19]([C:22]([F:25])([F:24])[F:23])=[CH:18][CH:17]=2)[CH:10]=1. Reported procedure: The title compound was prepared from 3-ethynyl-7-trifluoromethyl-5-(4-trifluoromethyl-phenyl)-pyrazolo[1,5-a]pyrimidine (example C.1) (355 mg, 1.0 mmol) and commercially available 2-amino-5-bromopyridine (156 mg, 1.0 mmol) according to general procedure II. Obtained as a dark-red solid (80 mg, 17%). MS (ISP) 448.2[(M+H)+]; mp 227-229° C. Starting materials: CN1CCOCC1 (N-methylmorpholine), NCCCCC(C(=O)OCC)O (ethyl 6-amino-2-hydroxyhexanoate), C(=O)(OCC1=CC=CC=C1)Cl (carbobenzoxy chloride). Run in C(Cl)Cl (methylene chloride). The product is C(C1=CC=CC=C1)OC(=O)NCCCCC(C(=O)OCC)O (ethyl 6-(benzyloxycarbonylamino)-2-hydroxyhexanoate). Reaction SMILES: [NH2:1][CH2:2][CH2:3][CH2:4][CH2:5][CH:6]([OH:12])[C:7]([O:9][CH2:10][CH3:11])=[O:8].CN1CCOCC1.[C:20](Cl)([O:22][CH2:23][C:24]1[CH:29]=[CH:28][CH:27]=[CH:26][CH:25]=1)=[O:21]>C(Cl)Cl>[CH2:23]([O:22][C:20]([NH:1][CH2:2][CH2:3][CH2:4][CH2:5][CH:6]([OH:12])[C:7]([O:9][CH2:10][CH3:11])=[O:8])=[O:21])[C:24]1[CH:29]=[CH:28][CH:27]=[CH:26][CH:25]=1. Procedure: To a well stirred mixture of 0.05 moles of ethyl 6-amino-2-hydroxyhexanoate and 100 ml of methylene chloride which has been cooled to 0° to 5° C is added 0.1 moles of N-methylmorpholine followed by 0.055 moles of carbobenzoxy chloride. The reaction mixture is stirred for 1 hour then washed with saturated sodium bicarbonate solution. The organic layer is dried over sodium sulfate and concentrated in vacuo. Chromatography of the residue on silica gel and elution with methanol/chloroform gives ethy... The reactants are CCCCO, Nc1ccccc1, Nc1nc(Cl)nc2c1ncn2Cc1ccccc1, [Na+], [OH-]. The product is Nc1nc(Nc2ccccc2)nc2c1ncn2Cc1ccccc1. RXN SMILES: [CH2:28]([OH:29])[CH2:30][CH2:31][CH3:32].[NH2:19][c:20]1[cH:21][cH:22][cH:23][cH:24][cH:25]1.[NH2:1][c:2]1[c:3]2[n:4][cH:5][n:6]([CH2:12][c:13]3[cH:14][cH:15][cH:16][cH:17][cH:18]3)[c:7]2[n:8][c:9]([Cl:11])[n:10]1.[Na+:27].[OH-:26]>>[NH2:1][c:2]1[c:3]2[n:4][cH:5][n:6]([CH2:12][c:13]3[cH:14][cH:15][cH:16][cH:17][cH:18]3)[c:7]2[n:8][c:9]([NH:19][c:20]2[cH:21][cH:22][cH:23][cH:24][cH:25]2)[n:10]1.